Dataset: the Open Reaction Database (ORD), a public repository of structured organic reaction records. Task: describe an organic reaction: reactants, conditions, products, and yield Reactants: Cc1ncccc1CO, ClCCl. Product: Cc1ncccc1C=O. Reaction SMILES: [CH3:1][c:2]1[n:3][cH:4][cH:5][cH:6][c:7]1[CH2:8][OH:9].[Cl:10][CH2:11][Cl:12]>>[CH3:1][c:2]1[n:3][cH:4][cH:5][cH:6][c:7]1[CH:8]=[O:9]. As a reaction SMILES: [CH3:18][N:19]1[CH2:20][CH2:21][NH:22][CH2:23][CH2:24]1.[Cl:1][c:2]1[cH:3][c:4]2[c:5]([cH:16][cH:17]1)[O:6][c:7]1[c:8]([cH:12][cH:13][cH:14][cH:15]1)[C:9](=[O:11])[CH2:10]2.[OH2:25].[c:26]1([CH3:27])[cH:28][cH:29][c:30]([S:31]([OH:32])(=[O:33])=[O:34])[cH:35][cH:36]1.[c:37]1([CH3:38])[c:39]([CH3:40])[cH:41][cH:42][cH:43][cH:44]1>>[Cl:1][c:2]1[cH:3][c:4]2[c:5]([cH:16][cH:17]1)[O:6][c:7]1[c:8]([cH:12][cH:13][cH:14][cH:15]1)[C:9]([N:22]1[CH2:21][CH2:20][N:19]([CH3:18])[CH2:24][CH2:23]1)=[CH:10]2. The reactants are CN1CCNCC1, O=C1Cc2cc(Cl)ccc2Oc2ccccc21, O, Cc1ccc(S(=O)(=O)O)cc1, Cc1ccccc1C. Product: CN1CCN(C2=Cc3cc(Cl)ccc3Oc3ccccc32)CC1. Starting materials: C1CCNCC1, CCCCCC(C)C(C)c1cc(O)c(C(NC(=O)CN(C)C)c2ccccc2)c(O)c1, CO, CCCCCC(C)C(C)c1cc(O)c(C(NC(=O)CCl)c2ccccc2)c(O)c1, Cl. The product is CCCCCC(C)C(C)c1cc(O)c(C(NC(=O)CN2CCCCC2)c2ccccc2)c(O)c1, Cl. Reaction SMILES: [CH2:30]1[CH2:31][CH2:32][NH:33][CH2:34][CH2:35]1.[CH3:37][N:38]([CH3:39])[CH2:40][C:41]([NH:42][CH:43]([c:44]1[c:45]([OH:46])[cH:47][c:48]([CH:49]([CH:50]([CH3:51])[CH2:52][CH2:53][CH2:54][CH2:55][CH3:56])[CH3:57])[cH:58][c:59]1[OH:60])[c:61]1[cH:62][cH:63][cH:64][cH:65][cH:66]1)=[O:67].[CH3:68][OH:69].[Cl:1][CH2:2][C:3](=[O:4])[NH:5][CH:6]([c:7]1[cH:8][cH:9][cH:10][cH:11][cH:12]1)[c:13]1[c:14]([OH:15])[cH:16][c:17]([CH:21]([CH3:22])[CH:23]([CH2:24][CH2:25][CH2:26][CH2:27][CH3:28])[CH3:29])[cH:18][c:19]1[OH:20].[ClH:36]>>[CH2:2]([C:3](=[O:4])[NH:5][CH:6]([c:7]1[cH:8][cH:9][cH:10][cH:11][cH:12]1)[c:13]1[c:14]([OH:15])[cH:16][c:17]([CH:21]([CH3:22])[CH:23]([CH2:24][CH2:25][CH2:26][CH2:27][CH3:28])[CH3:29])[cH:18][c:19]1[OH:20])[N:33]1[CH2:32][CH2:31][CH2:30][CH2:35][CH2:34]1.[ClH:1]. Starting materials: NC=1N=C(C/2=C(N1)C[C@@H](N\C2=N/O[C@H](C(=O)N(C)C)CCO)C2=C(C=C(C=C2)F)Br)C ((S)-2-((Z)—((R)-2-amino-7-(2-bromo-4-fluorophenyl)-4-methyl-7,8-dihydropyrido[4,3-d]pyrimidin-5(6H)-ylidene)aminooxy)-4-hydroxy-N,N-dimethylbutanamide), COC1=CC=CC(=N1)B1OCCN(CCO1)C1=CC=CC=C1 (2-(6-methoxypyridin-2-yl)-6-phenyl-1,3,6,2-dioxazaborocane), C(=O)([O-])[O-].[Na+].[Na+] (Na2CO3). The reagents and catalysts are C1=CC=C(C=C1)P([C-]2C=CC=C2)C3=CC=CC=C3.C1=CC=C(C=C1)P([C-]2C=CC=C2)C3=CC=CC=C3.Cl[Pd]Cl.[Fe+2] (Pd(dppf)2Cl2). Run in CC(=O)N(C)C (DMA). Conditions: temperature 85 celsius. The product is NC=1N=C(C/2=C(N1)C[C@@H](N\C2=N/O[C@H](C(=O)N(C)C)CCO)C2=C(C=C(C=C2)F)C2=NC(=CC=C2)OC)C ((S)-2-((Z)—((R)-2-amino-7-(4-fluoro-2-(6-methoxypyridin-2-yl)phenyl)-4-methyl-7,8-dihydropyrido[4,3-d]pyrimidin-5(6H)-ylidene)aminooxy)-4-hydroxy-N,N-dimethylbutanamide). Yield: 37.8%. As a reaction SMILES: [NH2:1][C:2]1[N:3]=[C:4]([CH3:31])[C:5]2=[C:6]([CH2:8][C@H:9]([C:23]3[CH:28]=[CH:27][C:26]([F:29])=[CH:25][C:24]=3Br)[NH:10]/[C:11]/2=[N:12]\[O:13][C@@H:14]([CH2:20][CH2:21][OH:22])[C:15]([N:17]([CH3:19])[CH3:18])=[O:16])[N:7]=1.[CH3:32][O:33][C:34]1[N:39]=[C:38](B2OCCN(C3C=CC=CC=3)CCO2)[CH:37]=[CH:36][CH:35]=1.C([O-])([O-])=O.[Na+].[Na+]>C1C=CC(P(C2C=CC=CC=2)[C-]2C=CC=C2)=CC=1.C1C=CC(P(C2C=CC=CC=2)[C-]2C=CC=C2)=CC=1.Cl[Pd]Cl.[Fe+2].CC(N(C)C)=O>[NH2:1][C:2]1[N:3]=[C:4]([CH3:31])[C:5]2=[C:6]([CH2:8][C@H:9]([C:23]3[CH:28]=[CH:27][C:26]([F:29])=[CH:25][C:24]=3[C:38]3[CH:37]=[CH:36][CH:35]=[C:34]([O:33][CH3:32])[N:39]=3)[NH:10]/[C:11]/2=[N:12]\[O:13][C@@H:14]([CH2:20][CH2:21][OH:22])[C:15]([N:17]([CH3:19])[CH3:18])=[O:16])[N:7]=1 |f:2.3.4,5.6.7.8|. Procedure details: A mixture of (S)-2-((Z)—((R)-2-amino-7-(2-bromo-4-fluorophenyl)-4-methyl-7,8-dihydropyrido[4,3-d]pyrimidin-5(6H)-ylidene)aminooxy)-4-hydroxy-N,N-dimethylbutanamide (26 mg, 0.052 mmol), 2-(6-methoxypyridin-2-yl)-6-phenyl-1,3,6,2-dioxazaborocane (78 mg, 0.262 mmol), Pd(dppf)2Cl2 (7.68 mg, 0.01 mmol), 2N aq Na2CO3 (0.131 mL, 0.262 mmol) and DMA (2.0 mL) was degassed with N2 and heated at 85° C. for 4 h. Cooled to r.t., filtered trough celite and purified by prep LCMS to afford (S)-2-((Z)—((R)-2-ami... Reaction SMILES: [C-:15]#[N:16].[CH3:18][S:19]([CH3:20])=[O:21].[CH3:1][O:2][c:3]1[cH:4][c:5]2[c:9]([cH:10][c:11]1[O:12][CH3:13])[C:8](=[O:14])[CH2:7][CH2:6]2.[Na+:17].[OH2:22]>>[OH:2][c:3]1[cH:4][c:5]2[c:9]([cH:10][c:11]1[O:12][CH3:13])[C:8](=[O:14])[CH2:7][CH2:6]2. The product is COc1cc2c(cc1O)CCC2=O. Reactants: [C-]#N, CS(C)=O, COc1cc2c(cc1OC)C(=O)CC2, [Na+], O. Starting materials: O (water), (1S,3S)-3-aminocyclobutanol hydrochloride, ClC=1SC2=C(N1)C=CC=C2 (2-chloro-benzothiazole), CCN(C(C)C)C(C)C (DIEA), CN1CCCC1=O (NMP). Run at temperature 180 celsius. Yields the product C1C(CC1O)NC2=NC3=CC=CC=C3S2 ((1S,3S)-3-(benzo[d]thiazol-2-ylamino)cyclobutanol). The yield is 73.0%. As a reaction SMILES: Cl[C:2]1[S:3][C:4]2[CH:10]=[CH:9][CH:8]=[CH:7][C:5]=2[N:6]=1.CC[N:13]([CH:17]([CH3:19])[CH3:18])C(C)C.O.CN1[C:26](=[O:27])CCC1>>[CH2:19]1[CH:26]([OH:27])[CH2:18][CH:17]1[NH:13][C:2]1[S:3][C:4]2[C:5](=[CH:7][CH:8]=[CH:9][CH:10]=2)[N:6]=1. Reported procedure: A mixture of (1S,3S)-3-aminocyclobutanol hydrochloride (120 mg, 0.98 mmol, 1.0 eqv), 2-chloro-benzothiazole (purchased from ALDRICH™) (169 mg, 1 mmol, 1.02 eqv) and DIEA (286 mg, 2 mmol, 2.04 eqv) in NMP (2 mL) was heated to 180° C. for 2 hours in microwave. To the reaction mixture was added water, and the residue was extracted with EtOAc (30 mL). The combined organic layer was washed with brine and dried over Na2SO4. The organic layers were concentrated and purified by column chromatography on ... The reactants are NC1=C(C=C(C#N)C=C1C#C[Si](C)(C)C)Br (4-amino-3-bromo-5-[(trimethylsilyl)ethynyl]benzonitrile), O1CCCC1 (tetrahydrofuran), [F-].C(CCC)[N+](CCCC)(CCCC)CCCC.C1CCOC1 (tetrabutyl ammonium fluoride THF). Solvent: O (water). Conditions: time 0.5 hour. The product is NC1=C(C=C(C#N)C=C1C#C)Br (4-amino-3-bromo-5-ethynylbenzonitrile). Yield: 94.5%. As a reaction SMILES: [NH2:1][C:2]1[C:9]([C:10]#[C:11][Si](C)(C)C)=[CH:8][C:5]([C:6]#[N:7])=[CH:4][C:3]=1[Br:16].O1CCCC1.[F-].C([N+](CCCC)(CCCC)CCCC)CCC.C1COCC1>O>[NH2:1][C:2]1[C:9]([C:10]#[CH:11])=[CH:8][C:5]([C:6]#[N:7])=[CH:4][C:3]=1[Br:16] |f:2.3.4|. Reported procedure: To a mixture of 4-amino-3-bromo-5-[(trimethylsilyl)ethynyl]benzonitrile (0.80 g) and tetrahydrofuran (3.0 mL) was added a 1 M tetrabutyl ammonium fluoride-THF solution (3.0 mL) under ice-cooling, followed by stirring at room temperature for 0.5 hour. To the reaction mixture was added water under ice-cooling, followed by extraction with ethyl acetate. The organic layer was washed with saturated brine, dried over anhydrous magnesium sulfate, and then filtered. The filtrate was concentrated under r...